From a dataset of the Open Reaction Database (ORD), a public repository of structured organic reaction records. describe an organic reaction: reactants, conditions, products, and yield Reactants: O=C(O)c1cc(Br)cs1, C1COCCO1, COc1c(B2OC(C)(C)C(C)(C)O2)cccc1[N+](=O)[O-], Cl, [Na+], [Na+], O=C([O-])[O-], O, c1ccc(P(c2ccccc2)(c2ccccc2)[Pd](P(c2ccccc2)(c2ccccc2)c2ccccc2)(P(c2ccccc2)(c2ccccc2)c2ccccc2)P(c2ccccc2)(c2ccccc2)c2ccccc2)cc1. Product: COc1c(-c2csc(C(=O)O)c2)cccc1[N+](=O)[O-]. As a reaction SMILES: [Br:21][c:22]1[cH:23][c:24]([C:27](=[O:28])[OH:29])[s:25][cH:26]1.[CH2:37]1[O:38][CH2:39][CH2:40][O:41][CH2:42]1.[CH3:1][O:2][c:3]1[c:4]([B:12]2[O:13][C:14]([CH3:15])([CH3:16])[C:17]([CH3:18])([CH3:19])[O:20]2)[cH:5][cH:6][cH:7][c:8]1[N+:9](=[O:10])[O-:11].[ClH:36].[Na+:30].[Na+:31].[O-:32][C:33](=[O:34])[O-:35].[OH2:43].[cH:44]1[cH:45][cH:46][c:47]([P:48]([Pd:49]([P:50]([c:51]2[cH:52][cH:53][cH:54][cH:55][cH:56]2)([c:57]2[cH:58][cH:59][cH:60][cH:61][cH:62]2)[c:63]2[cH:64][cH:65][cH:66][cH:67][cH:68]2)([P:69]([c:70]2[cH:71][cH:72][cH:73][cH:74][cH:75]2)([c:76]2[cH:77][cH:78][cH:79][cH:80][cH:81]2)[c:82]2[cH:83][cH:84][cH:85][cH:86][cH:87]2)[P:88]([c:89]2[cH:90][cH:91][cH:92][cH:93][cH:94]2)([c:95]2[cH:96][cH:97][cH:98][cH:99][cH:100]2)[c:101]2[cH:102][cH:103][cH:104][cH:105][cH:106]2)([c:107]2[cH:108][cH:109][cH:110][cH:111][cH:112]2)[c:113]2[cH:114][cH:115][cH:116][cH:117][cH:118]2)[cH:119][cH:120]1>>[CH3:1][O:2][c:3]1[c:4](-[c:22]2[cH:23][c:24]([C:27](=[O:28])[OH:29])[s:25][cH:26]2)[cH:5][cH:6][cH:7][c:8]1[N+:9](=[O:10])[O-:11]. The reactants are C(C1=CC=CC=C1)OC1=C(C=C(C=C1)Br)C(CC=O)C1=CC=CC=C1 (3-(2-Benzyloxy-5-bromophenyl)-3-phenylpropanal), C1(CCCC1)N (cyclopentylamine). Yields the product C1(CCCC1)NCCC(C1=CC=CC=C1)C1=C(C=CC(=C1)Br)OCC1=CC=CC=C1 (N-Cyclopentyl-3-(2-benzyloxy-5-bromophenyl)-3-phenylpropanamine). Reaction SMILES: [CH2:1]([O:8][C:9]1[CH:14]=[CH:13][C:12]([Br:15])=[CH:11][C:10]=1[CH:16]([C:20]1[CH:25]=[CH:24][CH:23]=[CH:22][CH:21]=1)[CH2:17][CH:18]=O)[C:2]1[CH:7]=[CH:6][CH:5]=[CH:4][CH:3]=1.[CH:26]1([NH2:31])[CH2:30][CH2:29][CH2:28][CH2:27]1>>[CH:26]1([NH:31][CH2:18][CH2:17][CH:16]([C:10]2[CH:11]=[C:12]([Br:15])[CH:13]=[CH:14][C:9]=2[O:8][CH2:1][C:2]2[CH:7]=[CH:6][CH:5]=[CH:4][CH:3]=2)[C:20]2[CH:25]=[CH:24][CH:23]=[CH:22][CH:21]=2)[CH2:30][CH2:29][CH2:28][CH2:27]1. Reported procedure: 3-(2-Benzyloxy-5-bromophenyl)-3-phenylpropanal, prepared as described in Example 20.1, (7.00 g, 17.71 mmol) was treated with cyclopentylamine as described in Example 31.1. Yield 4.9 g (59%); 1H NMR (CDCl3) δ1.20 (m, 2H), 1.40-1.80 (m, 6H), 2.18 (m, 2H), 2.55 (t, 2H), 2.98 (m, 1H), 4.45 (t, 1H), 5.00 (s, 2H), 6.75 (d, 1H), 7.10-7.45 (m, 12H). The product is CCOC(C)n1cc(-c2ncnc3c2ccn3COC(=O)C(C)(C)C)cn1. Starting materials: CC(C)(C)C(=O)OCn1ccc2c(Cl)ncnc21, O=C([O-])[O-], C1COCCO1, CCOC(C)n1cc(B2OC(C)(C)C(C)(C)O2)cn1, [K+], [K+], O, c1ccc(P(c2ccccc2)(c2ccccc2)[Pd](P(c2ccccc2)(c2ccccc2)c2ccccc2)(P(c2ccccc2)(c2ccccc2)c2ccccc2)P(c2ccccc2)(c2ccccc2)c2ccccc2)cc1. RXN SMILES: [C:1]([C:2]([CH3:3])([CH3:4])[CH3:5])(=[O:6])[O:7][CH2:8][n:9]1[cH:10][cH:11][c:12]2[c:13]1[n:14][cH:15][n:16][c:17]2[Cl:18].[C:45](=[O:46])([O-:47])[O-:48].[CH2:19]1[O:20][CH2:21][CH2:22][O:23][CH2:24]1.[CH2:25]([CH3:26])[O:27][CH:28]([CH3:29])[n:30]1[n:31][cH:32][c:33]([B:35]2[O:36][C:37]([CH3:38])([CH3:39])[C:40]([CH3:41])([CH3:42])[O:43]2)[cH:34]1.[K+:49].[K+:50].[OH2:44].[cH:51]1[cH:52][cH:53][c:54]([P:55]([Pd:56]([P:57]([c:58]2[cH:59][cH:60][cH:61][cH:62][cH:63]2)([c:64]2[cH:65][cH:66][cH:67][cH:68][cH:69]2)[c:70]2[cH:71][cH:72][cH:73][cH:74][cH:75]2)([P:76]([c:77]2[cH:78][cH:79][cH:80][cH:81][cH:82]2)([c:83]2[cH:84][cH:85][cH:86][cH:87][cH:88]2)[c:89]2[cH:90][cH:91][cH:92][cH:93][cH:94]2)[P:95]([c:96]2[cH:97][cH:98][cH:99][cH:100][cH:101]2)([c:102]2[cH:103][cH:104][cH:105][cH:106][cH:107]2)[c:108]2[cH:109][cH:110][cH:111][cH:112][cH:113]2)([c:114]2[cH:115][cH:116][cH:117][cH:118][cH:119]2)[c:120]2[cH:121][cH:122][cH:123][cH:124][cH:125]2)[cH:126][cH:127]1>>[C:1]([C:2]([CH3:3])([CH3:4])[CH3:5])(=[O:6])[O:7][CH2:8][n:9]1[cH:10][cH:11][c:12]2[c:13]1[n:14][cH:15][n:16][c:17]2-[c:33]1[cH:32][n:31][n:30]([CH:28]([O:27][CH2:25][CH3:26])[CH3:29])[cH:34]1. Reactants: C=O, CNC, Cl, O=C1CCCCC1. Yields the product Cl, CN(C)C1(C)CCCCC1=O. As a reaction SMILES: [CH2:8]=[O:9].[CH3:11][NH:12][CH3:13].[ClH:10].[O:1]=[C:2]1[CH2:3][CH2:4][CH2:5][CH2:6][CH2:7]1>>[ClH:10].[O:1]=[C:2]1[C:3]([CH3:8])([N:12]([CH3:11])[CH3:13])[CH2:4][CH2:5][CH2:6][CH2:7]1. Starting materials: [Al+3], [H-], [H-], [H-], [H-], [Li+], C1CCOC1, [N-]=[N+]=NCC(O)COCCCCCc1ccccc1. Yields the product NCC(O)COCCCCCc1ccccc1. As a reaction SMILES: [Al+3:21].[H-:20].[H-:23].[H-:24].[H-:25].[Li+:22].[O:26]1[CH2:27][CH2:28][CH2:29][CH2:30]1.[c:1]1([CH2:7][CH2:8][CH2:9][CH2:10][CH2:11][O:12][CH2:13][CH:14]([CH2:15][N:16]=[N+:17]=[N-:18])[OH:19])[cH:2][cH:3][cH:4][cH:5][cH:6]1>>[c:1]1([CH2:7][CH2:8][CH2:9][CH2:10][CH2:11][O:12][CH2:13][CH:14]([CH2:15][NH2:16])[OH:19])[cH:2][cH:3][cH:4][cH:5][cH:6]1. Reactants: [H-].[Na+] (Sodium hydride), CN(C1=CC=NC=C1)CCO (2-[N-Methyl-N-(4-pyridyl)amino]ethanol), ClC1=CC=C(C=C1)[N+](=O)[O-] (4-Chloronitrobenzene). Run in CN(C=O)C (N,N-dimethylformamide). Conditions: time 0.3 hour. Product: CN(CCOC1=CC=C(C=C1)[N+](=O)[O-])C1=CC=NC=C1 (N-Methyl-2-(4-nitrophenoxy)-N-(4-pyridyl)ethanamine). RXN SMILES: [H-].[Na+].[CH3:3][N:4]([CH2:11][CH2:12][OH:13])[C:5]1[CH:10]=[CH:9][N:8]=[CH:7][CH:6]=1.Cl[C:15]1[CH:20]=[CH:19][C:18]([N+:21]([O-:23])=[O:22])=[CH:17][CH:16]=1>CN(C)C=O>[CH3:3][N:4]([C:5]1[CH:10]=[CH:9][N:8]=[CH:7][CH:6]=1)[CH2:11][CH2:12][O:13][C:15]1[CH:20]=[CH:19][C:18]([N+:21]([O-:23])=[O:22])=[CH:17][CH:16]=1 |f:0.1|. Reported procedure: Sodium hydride (0.16 g of a 50% dispersion in mineral oil) was added portionwise to a stirred solution of the product of part (i) (0.45 g) in dry N,N-dimethylformamide (30 ml) and the mixture was stirred at 50° for 0.3 hour and then cooled to 5°. 4-Chloronitrobenzene (0.47 g) was added portionwise and the mixture was then stirred at room temperature for 2 hours and evaporated. Water was added and the mixture was extracted several times with dichloromethane. The combined extracts were dried (Na2S...